Dataset: the Open Reaction Database (ORD), a public repository of structured organic reaction records. Task: describe an organic reaction: reactants, conditions, products, and yield The reactants are B, C1CCOC1, CSC, Cc1cc(C(=O)O)cc(Cl)n1, Cl, [Na+], [OH-]. Product: Cc1cc(CO)cc(Cl)n1. As a reaction SMILES: [BH3:15].[CH2:19]1[O:20][CH2:21][CH2:22][CH2:23]1.[CH3:12][S:13][CH3:14].[Cl:1][c:2]1[cH:3][c:4]([C:5](=[O:6])[OH:7])[cH:8][c:9]([CH3:11])[n:10]1.[ClH:16].[Na+:18].[OH-:17]>>[Cl:1][c:2]1[cH:3][c:4]([CH2:5][OH:6])[cH:8][c:9]([CH3:11])[n:10]1.